The task is: describe an organic reaction: reactants, conditions, products, and yield. This data is from the Open Reaction Database (ORD), a public repository of structured organic reaction records. The reactants are N1CCC(CC1)C=1C=CC2=C(N3N=C(C=C3CCO2)C=2N(N=CN2)CC(F)(F)F)C1 (9-piperidin-4-yl-2-[2-(2,2,2-trifluoro-ethyl)-2H-[1,2,4]triazol-3-yl]-4,5-dihydro-6-oxa-1,10b-diaza-benzo[e]azulene), C(C)(C)(C)OC(=O)N1CCC(=CC1)C=1C=CC2=C(C3=NN(C=C3CCO2)C=2N(N=CN2)C2=C(C=CC=C2)Cl)C1 (4-{2-[2-(2-chloro-phenyl)-2H-[1,2,4]triazol-3-yl]-4,5-dihydro-2H-6-oxa-1,2-diaza-benzo[e]azulen-9-yl}-3,6-dihydro-2H-pyridine-1-carboxylic acid tert-butyl ester). The product is ClC1=C(C=CC=C1)N1N=CN=C1N1C=C2CCOC3=C(C2=N1)C=C(C=C3)C3CCNCC3 (2-[2-(2-Chloro-phenyl)-2H-[1,2,4]triazol-3-yl]-9-piperidin-4-yl-4,5-dihydro-2H-6-oxa-1,2-diaza-benzo[e]azulene), 154. Isolated yield 18.0%. As a reaction SMILES: N1CCC(C2C=CC3OCCC4N(N=C(C5N(CC(F)(F)F)N=CN=5)C=4)C=3C=2)CC1.C(OC([N:38]1[CH2:43][CH:42]=[C:41]([C:44]2[CH:45]=[CH:46][C:47]3[O:56][CH2:55][CH2:54][C:53]4[C:49](=[N:50][N:51]([C:57]5[N:58]([C:62]6[CH:67]=[CH:66][CH:65]=[CH:64][C:63]=6[Cl:68])[N:59]=[CH:60][N:61]=5)[CH:52]=4)[C:48]=3[CH:69]=2)[CH2:40][CH2:39]1)=O)(C)(C)C>>[Cl:68][C:63]1[CH:64]=[CH:65][CH:66]=[CH:67][C:62]=1[N:58]1[C:57]([N:51]2[N:50]=[C:49]3[C:53]([CH2:54][CH2:55][O:56][C:47]4[CH:46]=[CH:45][C:44]([CH:41]5[CH2:42][CH2:43][NH:38][CH2:39][CH2:40]5)=[CH:69][C:48]=43)=[CH:52]2)=[N:61][CH:60]=[N:59]1. Procedure: 2-[2-(2-Chloro-phenyl)-2H-[1,2,4]triazol-3-yl]-9-piperidin-4-yl-4,5-dihydro-2H-6-oxa-1,2-diaza-benzo[e]azulene was prepared similarly to 9-piperidin-4-yl-2-[2-(2,2,2-trifluoro-ethyl)-2H-[1,2,4]triazol-3-yl]-4,5-dihydro-6-oxa-1,10b-diaza-benzo[e]azulene from 4-{2-[2-(2-chloro-phenyl)-2H-[1,2,4]triazol-3-yl]-4,5-dihydro-2H-6-oxa-1,2-diaza-benzo[e]azulen-9-yl}-3,6-dihydro-2H-pyridine-1-carboxylic acid tert-butyl ester (490 mg, 0.9 mmol). The crude salt was partitioned between DCM and saturated aque... Starting materials: CCC(C(=O)[O-])c1ccnc(NCC(F)(F)c2ccccn2)c1F, CO, Cl, [Li+], [OH-]. Yields the product O=C(O)Cc1ccnc(NCC(F)(F)c2ccccn2)c1F. As a reaction SMILES: [CH2:1]([CH3:2])[CH:3]([C:4](=[O:5])[O-:6])[c:7]1[c:8]([F:24])[c:9]([NH:13][CH2:14][C:15]([c:16]2[n:17][cH:18][cH:19][cH:20][cH:21]2)([F:22])[F:23])[n:10][cH:11][cH:12]1.[CH3:28][OH:29].[ClH:27].[Li+:26].[OH-:25]>>[CH2:3]([C:4](=[O:5])[OH:6])[c:7]1[c:8]([F:24])[c:9]([NH:13][CH2:14][C:15]([c:16]2[n:17][cH:18][cH:19][cH:20][cH:21]2)([F:22])[F:23])[n:10][cH:11][cH:12]1. The reactants are CC[O-].[Na+] (NaOEt), ClC1=C(C=C(C=C1Cl)Cl)CC#N (2,3,5-trichlorophenylacetonitrile), C(C)(=O)OCC (ethyl acetate). The solvent is C(C)O (ethanol). Run at time 8 hour. The product is ClC1=C(C=C(C=C1Cl)Cl)C(C#N)C(C)=O (2-(2,3,5-trichlorophenyl)-3-oxobutyronitrile). Reaction SMILES: [CH3:1][CH2:2][O-:3].[Na+].[Cl:5][C:6]1[C:11]([Cl:12])=[CH:10][C:9]([Cl:13])=[CH:8][C:7]=1[CH2:14][C:15]#[N:16].C(OCC)(=O)C>C(O)C>[Cl:5][C:6]1[C:11]([Cl:12])=[CH:10][C:9]([Cl:13])=[CH:8][C:7]=1[CH:14]([C:2](=[O:3])[CH3:1])[C:15]#[N:16] |f:0.1|. Reported procedure: To a solution of NaOEt (from 0.68 g of sodium) in ethanol (20 ml) was added 2,3,5-trichlorophenylacetonitrile (5 g) and ethyl acetate (4.43 ml). The mixture was heated under reflux, under nitrogen for 2.5 hours. The mixture was left standing at room temperature overnight. The mixture was then concentrated and the residue was dissolved in water. The aqueous phase was washed with ether, acidified with concentrated H2SO4 and extracted with ether. The extracts were bulked, dried (MgSO4) and evaporat...